From a dataset of the Open Reaction Database (ORD), a public repository of structured organic reaction records. describe an organic reaction: reactants, conditions, products, and yield Run in CO (MeOH), C1CCOC1 (THF). The reactants are COC(C1=CC(=C(C(=C1)C)OCC(C1CCCCC1)C=1N(N=C2C1CCC2)C2=CC=C(C=C2)Cl)C)=O (4-{2-[2-(4-chloro-phenyl)-2,4,5,6-tetrahydro-cyclopentapyrazol-3-yl]-2-cyclohexyl-ethoxy}-3,5-dimethyl-benzoic acid methyl ester), [OH-].[Li+] (lithium hydroxide). Yield: 137.0%. Procedure: To a solution of 4-{2-[2-(4-chloro-phenyl)-2,4,5,6-tetrahydro-cyclopentapyrazol-3-yl]-2-cyclohexyl-ethoxy}-3,5-dimethyl-benzoic acid methyl ester (19 mg, 37 umol; example 1.5) in THF (0.7 ml) and MeOH (0.3 ml) was a added a 1 N aqueous lithium hydroxide solution (450 ul, 450 umol) at ambient temperature under an argon atmosphere. The reaction mixture was stirred for 14 h at ambient temperature and poured onto ice water/1 N aqueous HCl solution 1/1. The mixture was extracted two times with iPrOAc... RXN SMILES: C[O:2][C:3](=[O:36])[C:4]1[CH:9]=[C:8]([CH3:10])[C:7]([O:11][CH2:12][CH:13]([C:20]2[N:21]([C:28]3[CH:33]=[CH:32][C:31]([Cl:34])=[CH:30][CH:29]=3)[N:22]=[C:23]3[CH2:27][CH2:26][CH2:25][C:24]=23)[CH:14]2[CH2:19][CH2:18][CH2:17][CH2:16][CH2:15]2)=[C:6]([CH3:35])[CH:5]=1.[OH-].[Li+]>C1COCC1.CO>[Cl:34][C:31]1[CH:32]=[CH:33][C:28]([N:21]2[C:20]([CH:13]([CH:14]3[CH2:19][CH2:18][CH2:17][CH2:16][CH2:15]3)[CH2:12][O:11][C:7]3[C:8]([CH3:10])=[CH:9][C:4]([C:3]([OH:36])=[O:2])=[CH:5][C:6]=3[CH3:35])=[C:24]3[CH2:25][CH2:26][CH2:27][C:23]3=[N:22]2)=[CH:29][CH:30]=1 |f:1.2|. The product is ClC1=CC=C(C=C1)N1N=C2C(=C1C(COC1=C(C=C(C(=O)O)C=C1C)C)C1CCCCC1)CCC2 (4-{2-[2-(4-Chloro-phenyl)-2,4,5,6-tetrahydro-cyclopentapyrazol-3-yl]-2-cyclohexyl-ethoxy}-3,5-dimethyl-benzoic acid). Conditions: time 14 hour. Reactants: CCC(C)(C)Cc1cn(S(=O)(=O)N(C)C)c(C(=O)Cc2ccc(Br)cc2)n1, CC(C)C[Al+]CC(C)C, ClCCl, [H-]. The product is CCC(C)(C)Cc1cn(S(=O)(=O)N(C)C)c(C(O)Cc2ccc(Br)cc2)n1. RXN SMILES: [Br:11][c:12]1[cH:13][cH:14][c:15]([CH2:18][C:19](=[O:20])[c:21]2[n:22]([S:32](=[O:33])(=[O:34])[N:35]([CH3:36])[CH3:37])[cH:23][c:24]([CH2:26][C:27]([CH2:28][CH3:29])([CH3:30])[CH3:31])[n:25]2)[cH:16][cH:17]1.[CH2:2]([Al+:3][CH2:4][CH:5]([CH3:6])[CH3:7])[CH:8]([CH3:9])[CH3:10].[CH2:38]([Cl:39])[Cl:40].[H-:1]>>[Br:11][c:12]1[cH:13][cH:14][c:15]([CH2:18][CH:19]([OH:20])[c:21]2[n:22]([S:32](=[O:33])(=[O:34])[N:35]([CH3:36])[CH3:37])[cH:23][c:24]([CH2:26][C:27]([CH2:28][CH3:29])([CH3:30])[CH3:31])[n:25]2)[cH:16][cH:17]1. RXN SMILES: [NH2:1][C:2]1[N:7]=[C:6]([NH2:8])[C:5]([CH2:9][C:10]2[CH:11]=[C:12]([OH:27])[C:13]([C:19]3[CH:24]=[CH:23][C:22]([O:25][CH3:26])=[CH:21][CH:20]=3)=[C:14]([O:16][CH2:17][CH3:18])[CH:15]=2)=[CH:4][N:3]=1.Br[CH2:29][CH2:30][CH3:31]>>[CH2:17]([O:16][C:14]1[C:13]([C:19]2[CH:24]=[CH:23][C:22]([O:25][CH3:26])=[CH:21][CH:20]=2)=[C:12]([O:27][CH2:29][CH2:30][CH3:31])[CH:11]=[C:10]([CH2:9][C:5]2[C:6]([NH2:8])=[N:7][C:2]([NH2:1])=[N:3][CH:4]=2)[CH:15]=1)[CH3:18]. Yields the product C(C)OC1=CC(=CC(=C1C1=CC=C(C=C1)OC)OCCC)CC=1C(=NC(=NC1)N)N (5-(6-Ethoxy-4′-methoxy-2-propoxy-biphenyl-4-ylmethyl)-pyrimidine-2,4-diamine). Procedure: Starting from 4-(2,4-diamino-pyrimidin-5-ylmethyl)-6-ethoxy-4′-methoxy-biphenyl-2-ol (200 mg; 0.545 mmol) and 1-bromopropane (0.060 ml; 0.654 mmol), 121 mg (454%) 5-(6-ethoxy-4′-methoxy-2-propory-biphenyl-4-ylmethyl)-pyrimidine-2,4-diamine are obtained as a colourless powder. The reactants are NC1=NC=C(C(=N1)N)CC=1C=C(C(=C(C1)OCC)C1=CC=C(C=C1)OC)O (4-(2,4-diamino-pyrimidin-5-ylmethyl)-6-ethoxy-4′-methoxy-biphenyl-2-ol), BrCCC (1-bromopropane), 5-(6-ethoxy-4′-methoxy-2-propory-biphenyl-4-ylmethyl)-pyrimidine-2,4-diamine. Starting materials: FC(CO)(C(COC\C=C\C1=CC=CC=C1)(F)F)F (2,2,3,3-Tetrafluoro-4-{[(2E)-3-phenylprop-2-en-1-yl]oxy}butan-1-ol), C1(=CC=CC=C1)CCCCOCCC=O (3-(4-Phenylbutoxy)propionaldehyde). Yields the product FC(C=O)(C(COC\C=C\C1=CC=CC=C1)(F)F)F (2,2,3,3-Tetrafluoro-4-{[(2E)-3-phenylprop-2-en-1-yl]oxy}butanal). As a reaction SMILES: [F:1][C:2]([F:19])([C:5]([F:18])([F:17])[CH2:6][O:7][CH2:8]/[CH:9]=[CH:10]/[C:11]1[CH:16]=[CH:15][CH:14]=[CH:13][CH:12]=1)[CH2:3][OH:4].C1(CCCCOCCC=O)C=CC=CC=1>>[F:1][C:2]([F:19])([C:5]([F:17])([F:18])[CH2:6][O:7][CH2:8]/[CH:9]=[CH:10]/[C:11]1[CH:16]=[CH:15][CH:14]=[CH:13][CH:12]=1)[CH:3]=[O:4]. Reported procedure: Obtained from Intermediate 37 (1.80 g, 6.47 mmol) by the procedure described in Intermediate 13. 2,2,3,3-Tetrafluoro-4-{[(2E)-3-phenylprop-2-en-1-yl]oxy}butanal was obtained (1.37 g, 77%) as oil.